This data is from the Open Reaction Database (ORD), a public repository of structured organic reaction records. The task is: describe an organic reaction: reactants, conditions, products, and yield Starting materials: C(C)(C)(C)OC(=O)N1[C@@H](C[C@H](C1)O)C(=O)OC(C)(C)C ((2S,4R)-4-hydroxy-pyrrolidine-1,2-dicarboxylic acid di-tert-butyl ester), C1=NC=CC2=CC=C(C=C12)O (isoquinolin-7-ol). Product: C(C)(C)(C)OC(=O)N1[C@@H](C[C@@H](C1)OC1=CC=C2C=CN=CC2=C1)C(=O)OC(C)(C)C ((2S,4S)-4-(Isoquinolin-7-yloxy)-pyrrolidine-1,2-dicarboxylicacid di-tert-butyl ester). As a reaction SMILES: [C:1]([O:5][C:6]([N:8]1[CH2:12][C@H:11]([OH:13])[CH2:10][C@H:9]1[C:14]([O:16][C:17]([CH3:20])([CH3:19])[CH3:18])=[O:15])=[O:7])([CH3:4])([CH3:3])[CH3:2].[CH:21]1[C:30]2[C:25](=[CH:26][CH:27]=[C:28](O)[CH:29]=2)[CH:24]=[CH:23][N:22]=1>>[C:1]([O:5][C:6]([N:8]1[CH2:12][C@@H:11]([O:13][C:28]2[CH:29]=[C:30]3[C:25]([CH:24]=[CH:23][N:22]=[CH:21]3)=[CH:26][CH:27]=2)[CH2:10][C@H:9]1[C:14]([O:16][C:17]([CH3:20])([CH3:19])[CH3:18])=[O:15])=[O:7])([CH3:4])([CH3:3])[CH3:2]. Procedure details: The title compound was synthesised from (2S,4R)-4-hydroxy-pyrrolidine-1,2-dicarboxylic acid di-tert-butyl ester (CAS Reg. No. 170850-75-6) and isoquinolin-7-ol using the same method as preparation 11 and gave the title compound as an oil in 15% yield. Reactants: C(C)#N (acetonitrile), IC1=C(C(=O)NC2=CC=C(C=C2)N2C3=C(NC(CC2=O)=O)C2=CC=CC=C2C=C3)C=CC=C1 (5-[4-(2-Iodobenzoylamino)phenyl]-1H-naphtho[1,2-b][1,4]diazepine-2,4(3H,5H)-dione), C(C=C)[Sn](CCCC)(CCCC)CCCC (allyltributyltin), tetrakistriphenylphosphine palladium(0). Run in C1(=CC=CC=C1)C (toluene). Run at temperature 110 celsius, time 16 hour. The product is C(=CC)C1=C(C(=O)NC2=CC=C(C=C2)N2C3=C(NC(CC2=O)=O)C2=CC=CC=C2C=C3)C=CC=C1 (5-[4-(2-Propenylbenzoylamino)phenyl]-1H-naphtho[1,2-b][1,4]diazepine-2,4(3H,5H)-dione). Yield: 67.7%. RXN SMILES: I[C:2]1[CH:33]=[CH:32][CH:31]=[CH:30][C:3]=1[C:4]([NH:6][C:7]1[CH:12]=[CH:11][C:10]([N:13]2[C:19](=[O:20])[CH2:18][C:17](=[O:21])[NH:16][C:15]3[C:22]4[C:27]([CH:28]=[CH:29][C:14]2=3)=[CH:26][CH:25]=[CH:24][CH:23]=4)=[CH:9][CH:8]=1)=[O:5].[CH2:34]([Sn](CCCC)(CCCC)CCCC)[CH:35]=[CH2:36].C(#N)C>C1(C)C=CC=CC=1>[CH:34]([C:2]1[CH:33]=[CH:32][CH:31]=[CH:30][C:3]=1[C:4]([NH:6][C:7]1[CH:12]=[CH:11][C:10]([N:13]2[C:19](=[O:20])[CH2:18][C:17](=[O:21])[NH:16][C:15]3[C:22]4[C:27]([CH:28]=[CH:29][C:14]2=3)=[CH:26][CH:25]=[CH:24][CH:23]=4)=[CH:9][CH:8]=1)=[O:5])=[CH:35][CH3:36]. Reported procedure: 5-[4-(2-Iodobenzoylamino)phenyl]-1H-naphtho[1,2-b][1,4]diazepine-2,4(3H,5H)-dione (70 mg, 0.128 mmol), allyltributyltin (98 mg, 0.32 mmol), and tetrakistriphenylphosphine palladium(0) (15 mg, 12.8 μmol) were dissolved in anhydrous toluene (0.6 mL), and the solution was stirred at 110° C. for 16 hours. The reaction mixture was left to cool, and then added with acetonitrile, the mixture was washed with petroleum ether, and the solvent of the acetonitrile layer was evaporated under reduced pressure... Starting materials: CCOC(=C1C(=O)N(C(C)=O)c2ccc([N+](=O)[O-])cc21)c1ccccc1, ClCCl, CCO, [Na+], [OH-]. Yields the product CCOC(=C1C(=O)Nc2ccc([N+](=O)[O-])cc21)c1ccccc1. RXN SMILES: [C:3](=[O:4])([CH3:5])[N:6]1[C:7](=[O:28])[C:8](=[C:18]([c:19]2[cH:20][cH:21][cH:22][cH:23][cH:24]2)[O:25][CH2:26][CH3:27])[c:9]2[cH:10][c:11]([N+:15](=[O:16])[O-:17])[cH:12][cH:13][c:14]21.[CH2:32]([Cl:33])[Cl:34].[CH3:29][CH2:30][OH:31].[Na+:2].[OH-:1]>>[NH:6]1[C:7](=[O:28])[C:8](=[C:18]([c:19]2[cH:20][cH:21][cH:22][cH:23][cH:24]2)[O:25][CH2:26][CH3:27])[c:9]2[cH:10][c:11]([N+:15](=[O:16])[O-:17])[cH:12][cH:13][c:14]21. Starting materials: Intermediates 1, C(C)OC([C@@H](N)CC1=CNC2=CC=CC=C12)=O (racemic tryptophan ethyl ester), CN(C1=CC=C(C=O)C=C1)C (4-dimethylaminobenzaldehyde). Product: CN(C1=CC=C(C=C1)C1NC(CC2=C1NC1=CC=CC=C21)C(=O)OCC)C (Ethyl 1,2,3,4-tetrahydro-1-(4-dimethylaminophenyl)-9H-pyrido[3,4-b]indole-3-carboxylate). RXN SMILES: [CH2:1]([O:3][C:4](=[O:17])[C@H:5]([CH2:7][C:8]1[C:16]2[C:11](=[CH:12][CH:13]=[CH:14][CH:15]=2)[NH:10][CH:9]=1)[NH2:6])[CH3:2].[CH3:18][N:19]([CH3:28])[C:20]1[CH:27]=[CH:26][C:23]([CH:24]=O)=[CH:22][CH:21]=1>>[CH3:18][N:19]([CH3:28])[C:20]1[CH:27]=[CH:26][C:23]([CH:24]2[C:9]3[NH:10][C:11]4[C:16]([C:8]=3[CH2:7][CH:5]([C:4]([O:3][CH2:1][CH3:2])=[O:17])[NH:6]2)=[CH:15][CH:14]=[CH:13][CH:12]=4)=[CH:22][CH:21]=1. Procedure: The same method as employed in the preparation of Intermediates 1 and 2 but starting from racemic tryptophan ethyl ester and 4-dimethylaminobenzaldehyde gave the title compound as white crystals m.p.: 170° C. Run at temperature 100 celsius, time 8 hour. Procedure: 1-Chloro-5H-benzo[c][1,8]naphthyridin-6-one (30 mg, 0.13 mmol), 4-(benzylamino)phenol (78 mg, 0.39 mmol), and potassium carbonate (90 mg, 0.65 mmol) were suspended in DMF (2 mL), and stirred overnight at 100° C. The reaction mixture was diluted with MeOH, and filtered through a membrane. The crude product was purified via prep-LC-MS to provide 136 (8 mg, 20% yield) as a solid. LC-MS (M+H=304, obsd.=304). 1H NMR (400 MHz, d6-DMSO): δ 12.06 (s, 1H), 9.11 (d, 1H), 8.42 (dd, 1H), 8.26 (d, 1H), 7.82 ... Starting materials: ClC1=C2C3=C(C(NC2=NC=C1)=O)C=CC=C3 (1-Chloro-5H-benzo[c][1,8]naphthyridin-6-one), C(C1=CC=CC=C1)NC1=CC=C(C=C1)O (4-(benzylamino)phenol), C([O-])([O-])=O.[K+].[K+] (potassium carbonate). Yield: 17.8%. RXN SMILES: Cl[C:2]1[CH:11]=[CH:10][N:9]=[C:8]2[C:3]=1[C:4]1[CH:16]=[CH:15][CH:14]=[CH:13][C:5]=1[C:6](=[O:12])[NH:7]2.[CH2:17]([NH:24][C:25]1[CH:30]=[CH:29][C:28]([OH:31])=[CH:27][CH:26]=1)[C:18]1C=CC=CC=1.C(=O)([O-])[O-:33].[K+].[K+]>CN(C=O)C.CO>[O:12]=[C:6]1[C:5]2[CH:13]=[CH:14][CH:15]=[CH:16][C:4]=2[C:3]2[C:8](=[N:9][CH:10]=[CH:11][C:2]=2[O:31][C:28]2[CH:29]=[CH:30][C:25]([NH:24][C:17](=[O:33])[CH3:18])=[CH:26][CH:27]=2)[NH:7]1 |f:2.3.4|. The solvent is CN(C)C=O (DMF), CO (MeOH). Yields the product O=C1NC2=NC=CC(=C2C2=C1C=CC=C2)OC2=CC=C(C=C2)NC(C)=O (N-[4-(6-Oxo-5,6-dihydro-benzo[c][1,8]naphthyridin-1-yloxy)-phenyl]-acetamide). Reactants: C[Si](C)(C)I (trimethylsilyliodide), C(C)(C)(C)O[C@@H]1[C@]2(CCC[C@@H]([C@@H]2CCC1)OC(C)=O)C (acetic acid (1S,4aS,5S,8aR)-5-tert-Butoxy-4a-methyl-decahydronaphtalen-1-yl ester), CO (methanol). Run in C(Cl)(Cl)(Cl)Cl (carbon tetrachloride). Conditions: time 15 minute. Product: O[C@@H]1[C@]2(CCC[C@@H]([C@@H]2CCC1)OC(C)=O)C (acetic acid (1S,4aS,5S,8aR)-5-hydroxy-4a-methyl-decahydronaphtalen-1-yl ester). Isolated yield 88.1%. Reaction SMILES: C([O:5][C@H:6]1[CH2:15][CH2:14][CH2:13][C@@H:12]2[C@:7]1([CH3:20])[CH2:8][CH2:9][CH2:10][C@@H:11]2[O:16][C:17](=[O:19])[CH3:18])(C)(C)C.C[Si](I)(C)C.CO>C(Cl)(Cl)(Cl)Cl>[OH:5][C@H:6]1[CH2:15][CH2:14][CH2:13][C@@H:12]2[C@:7]1([CH3:20])[CH2:8][CH2:9][CH2:10][C@@H:11]2[O:16][C:17](=[O:19])[CH3:18]. Reported procedure: A solution of 4.08 g (14.45 mMol) of acetic acid (1S,4aS,5S,8aR)-5-tert-Butoxy-4a-methyl-decahydronaphtalen-1-yl ester in 7.25 ml of carbon tetrachloride is treated dropwise under stirring and argon atmosphere with 2.56 ml (18.8 mMol) of trimethylsilyliodide by keeping room temperature. After the addition is complete, the reaction mixture is stirred for another 30 minutes, then 1.79 ml of methanol are added and the reaction kept for 15 minutes. The reaction mixture is evaporated in vacuo to dryn... The reactants are BrCc1ccc(Br)cc1, CC(C)(C)OC1CC2C(=O)OC(C(Cl)(Cl)Cl)N2C1, C1CCOC1, CC(C)[N-]C(C)C, [Li+]. The product is CC(C)(C)OC1CN2C(C(Cl)(Cl)Cl)OC(=O)C2(Cc2ccc(Br)cc2)C1. As a reaction SMILES: [Br:27][c:28]1[cH:29][cH:30][c:31]([CH2:32][Br:33])[cH:34][cH:35]1.[C:1]([CH3:2])([CH3:3])([CH3:4])[O:5][CH:6]1[CH2:7][CH:8]2[N:9]([CH:10]([C:14]([Cl:15])([Cl:16])[Cl:17])[O:11][C:12]2=[O:13])[CH2:18]1.[CH2:36]1[O:37][CH2:38][CH2:39][CH2:40]1.[CH3:20][CH:21]([N-:22][CH:23]([CH3:24])[CH3:25])[CH3:26].[Li+:19]>>[C:1]([CH3:2])([CH3:3])([CH3:4])[O:5][CH:6]1[CH2:7][C:8]2([CH2:32][c:31]3[cH:30][cH:29][c:28]([Br:27])[cH:35][cH:34]3)[N:9]([CH:10]([C:14]([Cl:15])([Cl:16])[Cl:17])[O:11][C:12]2=[O:13])[CH2:18]1.